From a dataset of the Open Reaction Database (ORD), a public repository of structured organic reaction records. describe an organic reaction: reactants, conditions, products, and yield The reactants are NC1=CC=C(C=C1)C=1C2CC2C(NN1)=O (2-(p-aminophenyl)-3,4-diaza-bicyclo[4.1.0]hept-2-en-5-one), CC1(CC1)C(=O)Cl (1-methylcyclopropanecarboxylic acid chloride). The solvent is O1CCCC1 (tetrahydrofuran). Yields the product CC1(CC1)C(=O)NC1=CC=C(C=C1)C=1C2CC2C(NN1)=O (2-[p-(1-methylcyclopropylcarbonylamino)-phenyl]-3,4-diaza-bicyclo[4.1.0]hept-2-en-5-one). Isolated yield 53.3%. As a reaction SMILES: [NH2:1][C:2]1[CH:7]=[CH:6][C:5]([C:8]2[CH:9]3[CH:11]([C:12](=[O:15])[NH:13][N:14]=2)[CH2:10]3)=[CH:4][CH:3]=1.[CH3:16][C:17]1([C:20](Cl)=[O:21])[CH2:19][CH2:18]1>O1CCCC1>[CH3:16][C:17]1([C:20]([NH:1][C:2]2[CH:3]=[CH:4][C:5]([C:8]3[CH:9]4[CH:11]([C:12](=[O:15])[NH:13][N:14]=3)[CH2:10]4)=[CH:6][CH:7]=2)=[O:21])[CH2:19][CH2:18]1. Procedure: 6.0 g (29.8 millimoles) of 2-(p-aminophenyl)-3,4-diaza-bicyclo[4.1.0]hept-2-en-5-one, 4.2 g (35.4 millimoles) of 1-methylcyclopropanecarboxylic acid chloride and 150 ml of absolute tetrahydrofuran are refluxed for 7 hours. The product is filtered off at 10° C., washed with water and recrystallized twice from a dimethylformamide/water mixture. 4.5 g (53% of theory) of 2-[p-(1-methylcyclopropylcarbonylamino)-phenyl]-3,4-diaza-bicyclo[4.1.0]hept-2-en-5-one are obtained as pale beige crystals, of me... The reactants are N(C(=N)N)C=1NC=C(N1)CCCCN1C(C=2C(C1=O)=CC=CC2)=O (2-guanidino-4-(4-phthalimidobutyl)imidazole), [OH-].[Na+] (sodium hydroxide), [OH-].[Na+] (sodium hydroxide), Cl (hydrochloric acid). Run in O.C(C)O (water ethanol). Yields the product N(C(=N)N)C=1NC=C(N1)CCCCN (2-guanidino-4-(4-aminobutyl)imidazole). As a reaction SMILES: [NH:1]([C:5]1[NH:6][CH:7]=[C:8]([CH2:10][CH2:11][CH2:12][CH2:13][N:14]2C(=O)C3=CC=CC=C3C2=O)[N:9]=1)[C:2]([NH2:4])=[NH:3].[OH-].[Na+].Cl>O.C(O)C>[NH:1]([C:5]1[NH:6][CH:7]=[C:8]([CH2:10][CH2:11][CH2:12][CH2:13][NH2:14])[N:9]=1)[C:2]([NH2:4])=[NH:3] |f:1.2,4.5|. Procedure details: To a solution of 2-guanidino-4-(4-phthalimidobutyl)imidazole (0.25 g.) in water/ethanol 1:1 v/v (20 ml.) was added sufficient dilute sodium hydroxide solution to give a pH of 12. The mixture was heated under reflux for 30 minutes, the pH adjusted to 3 with concentrated hydrochloric acid, the mixture heated under reflux a further 30 minutes and then cooled. The pH was readjusted to 12 with sodium hydroxide solution and then the total mixture evaporated to dryness to give crude 2-guanidino-4-(4-am... Reactants: C1=CC=CC=2C(C3=C(C=CC21)C=CC=C3)C(C(=O)OCC)(C(=O)OCC)NC(C)=O (diethyl 2-(5H-dibenzo[a,d]cyclohepten-5-yl)-2-acetamidomalonate), [OH-].[Na+] (sodium hydroxide), CO (methanol), Cl (HCl). Run in O (water). Run at temperature 100 celsius. The product is C1=CC=CC=2C(C3=C(C=CC21)C=CC=C3)NCC(=O)O (5H-dibenzo[a,d]cyclohepten-5-ylglycine). RXN SMILES: [CH:1]1[C:11]2C=CC3C=CC=CC=3[CH:6]([C:16]([NH:27][C:28](=O)C)(C(OCC)=O)C(OCC)=O)[C:5]=2[CH:4]=[CH:3][CH:2]=1.[OH-:31].[Na+].Cl.[CH3:34][OH:35]>O>[CH:11]1[C:5]2[CH:4]=[CH:6][C:5]3[CH:11]=[CH:1][CH:2]=[CH:3][C:4]=3[CH:16]([NH:27][CH2:28][C:34]([OH:35])=[O:31])[C:6]=2[CH:3]=[CH:2][CH:1]=1 |f:1.2|. Reported procedure: A mixture of diethyl 2-(5H-dibenzo[a,d]cyclohepten-5-yl)-2-acetamidomalonate (20.2g, Example 1b) and sodium hydroxide (4g) in methanol (75ml) and water (75ml) was heated to reflux for 8h. To the cooled solution was added 1M-HCl until pH=6. The solution was concentrated in vacuo and acidified to pH=2 by addition of 1M-HCl. The solid which formed was collected by filtration and heated together with 6M-HCl for 3h at 100° C. The cooled solution was filtered and the residue dissolved in hot water, re... Reactants: CC(C)(C(=O)O)c1nnn(Cc2ccccc2)n1, CC(C)C[AlH]CC(C)C, [Cl-], ClCCl, Cl, [NH4+]. Product: CC(C)(C=O)c1nnn(Cc2ccccc2)n1. RXN SMILES: [CH2:1]([c:2]1[cH:3][cH:4][cH:5][cH:6][cH:7]1)[n:8]1[n:9][c:10]([C:13]([C:14](=[O:15])[OH:16])([CH3:17])[CH3:18])[n:11][n:12]1.[CH3:19][CH:20]([CH2:21][AlH:22][CH2:23][CH:24]([CH3:25])[CH3:26])[CH3:27].[Cl-:29].[Cl:31][CH2:32][Cl:33].[ClH:28].[NH4+:30]>>[CH2:1]([c:2]1[cH:3][cH:4][cH:5][cH:6][cH:7]1)[n:8]1[n:9][c:10]([C:13]([CH:14]=[O:15])([CH3:17])[CH3:18])[n:11][n:12]1. The reactants are COC(=O)CCCSCCN1C(=O)CCCC1C=CC(O)CCC1CC1, CO, [Na+], [OH-]. The product is O=C(O)CCCSCCN1C(=O)CCCC1C=CC(O)CCC1CC1. As a reaction SMILES: [CH3:1][O:2][C:3]([CH2:4][CH2:5][CH2:6][S:7][CH2:8][CH2:9][N:10]1[CH:11]([CH:17]=[CH:18][CH:19]([CH2:20][CH2:21][CH:22]2[CH2:23][CH2:24]2)[OH:25])[CH2:12][CH2:13][CH2:14][C:15]1=[O:16])=[O:26].[CH3:29][OH:30].[Na+:28].[OH-:27]>>[O:2]=[C:3]([CH2:4][CH2:5][CH2:6][S:7][CH2:8][CH2:9][N:10]1[CH:11]([CH:17]=[CH:18][CH:19]([CH2:20][CH2:21][CH:22]2[CH2:23][CH2:24]2)[OH:25])[CH2:12][CH2:13][CH2:14][C:15]1=[O:16])[OH:26]. The reactants are C(C)OP(OCC)(=O)C(P(OCC)(=O)OCC)NC=1NC2=C(N1)C=CC=C2 (1-(benzimidazol-2-ylamino)methane-1,1-diphosphonic acid tetraethyl ester). Run in Cl (hydrochloric acid). Product: N1=C(NC2=C1C=CC=C2)NC(P(O)(=O)O)P(O)(=O)O (1-(benzimidazol-2-ylamino)methane-1,1-diphosphonic acid). Reaction SMILES: C([O:3][P:4]([CH:9]([NH:18][C:19]1[NH:20][C:21]2[CH:27]=[CH:26][CH:25]=[CH:24][C:22]=2[N:23]=1)[P:10]([O:15]CC)(=[O:14])[O:11]CC)(=[O:8])[O:5]CC)C>Cl>[N:20]1[C:21]2[CH:27]=[CH:26][CH:25]=[CH:24][C:22]=2[NH:23][C:19]=1[NH:18][CH:9]([P:10]([OH:15])(=[O:11])[OH:14])[P:4]([OH:8])(=[O:3])[OH:5]. Procedure: 2.5 g (5.96 mmol) of 1-(benzimidazol-2-ylamino)methane-1,1-diphosphonic acid tetraethyl ester are dissolved in 25 ml of 1N hydrochloric acid and heated at 100°-110° for 26 hours. In the course of the reaction, the product separates out in the form of a fine white precipitate. It is filtered while hot and washed with water and then with methanol. 0.23 g (13% of the theoretical yield) of 1-(benzimidazol-2-ylamino)methane-1,1-diphosphonic acid of m.p. 265° (decomposition) is obtained.